This data is from the Open Reaction Database (ORD), a public repository of structured organic reaction records. The task is: describe an organic reaction: reactants, conditions, products, and yield The reactants are diazonium salt, ClC1=C(C=CC=C1Cl)O (2,3-dichlorophenol), [OH-].[Na+] (NaOH), Cl (HCl), N(=O)[O-].[Na+] (NaNO2), Cl (HCl), NC1=CC=CC=C1 (aniline). Solvent: O (H2O), O (H2O). Run at time 10 minute. Yields the product ClC1=C(C=CC(=C1Cl)O)N=NC1=CC=CC=C1 ((2,3-dichloro-4-hydroxyphenyl)phenyldiazene). Yield: 119.1%. As a reaction SMILES: [N:1]([O-])=O.[Na+].Cl.[NH2:6][C:7]1[CH:12]=[CH:11][CH:10]=[CH:9][CH:8]=1.[Cl:13][C:14]1[C:19]([Cl:20])=[CH:18][CH:17]=[CH:16][C:15]=1[OH:21].[OH-].[Na+]>O>[Cl:20][C:19]1[C:14]([Cl:13])=[C:15]([OH:21])[CH:16]=[CH:17][C:18]=1[N:1]=[N:6][C:7]1[CH:12]=[CH:11][CH:10]=[CH:9][CH:8]=1 |f:0.1,5.6|. Procedure: At 0 to 5° C., a solution of 7.6 g (0.11 mol) of NaNO2 in 12 ml of H2O is added dropwise to 50 ml of aqueous HCl (15%) and 9.8 g (0.105 mol) of aniline in a 100 ml two-neck flask fitted with internal thermometer and magnetic stirrer. After 10 minutes, this diazonium salt solution is added at 5 to 10° C. to a solution of 16.3 g (0.1 mol) of 2,3-dichlorophenol and 20 g (0.5 mol) of NaOH in 200 ml of H2O. The mixture is allowed to warm to room temperature, stirred for an additional 4 hours, neutral... Starting materials: Cc1nnc(N)s1, O=C(O)C(CC1CCCC1)n1ncc(Oc2ccccc2)cc1=O. Product: Cc1nnc(NC(=O)C(CC2CCCC2)n2ncc(Oc3ccccc3)cc2=O)s1. As a reaction SMILES: [CH3:25][c:26]1[n:27][n:28][c:29]([NH2:31])[s:30]1.[CH:1]1([CH2:6][CH:7]([C:8](=[O:9])[OH:10])[n:11]2[n:12][cH:13][c:14]([O:18][c:19]3[cH:20][cH:21][cH:22][cH:23][cH:24]3)[cH:15][c:16]2=[O:17])[CH2:2][CH2:3][CH2:4][CH2:5]1>>[CH:1]1([CH2:6][CH:7]([C:8](=[O:10])[NH:31][c:29]2[n:28][n:27][c:26]([CH3:25])[s:30]2)[n:11]2[n:12][cH:13][c:14]([O:18][c:19]3[cH:20][cH:21][cH:22][cH:23][cH:24]3)[cH:15][c:16]2=[O:17])[CH2:2][CH2:3][CH2:4][CH2:5]1. Reactants: ClC1=CC=C2C(C(=O)OC2=O)=C1 (5-chlorophthalic anhydride), N1=CC(=CC=C1)CCCCN (4-(3-pyridinyl)butylamine). The product is ClC1=CC(=C(C(=O)O)C=C1)C(=O)NCCCCC=1C=NC=CC1 (4-Chloro-2-[[[4-(3-pyridinyl)butyl]amino]carbonyl]benzoic acid). Reaction SMILES: [Cl:1][C:2]1[CH:12]=[C:6]2[C:7]([O:9][C:10](=[O:11])[C:5]2=[CH:4][CH:3]=1)=[O:8].[N:13]1[CH:18]=[CH:17][CH:16]=[C:15]([CH2:19][CH2:20][CH2:21][CH2:22][NH2:23])[CH:14]=1>>[Cl:1][C:2]1[CH:3]=[CH:4][C:5]([C:10]([OH:9])=[O:11])=[C:6]([C:7]([NH:23][CH2:22][CH2:21][CH2:20][CH2:19][C:15]2[CH:14]=[N:13][CH:18]=[CH:17][CH:16]=2)=[O:8])[CH:12]=1. Reported procedure: When 5-chlorophthalic anhydride was reacted with 4-(3-pyridinyl)butylamine by the procedure of Example 12, the above compound, mp 152°-154° C. was obtained. Product: CS(=O)(=O)Cc1ccc2[nH]ccc2c1. The reactants are C[Si](C)(C)c1cc2cc(CS(C)(=O)=O)ccc2[nH]1, ClCCl, O=C(O)C(F)(F)F. As a reaction SMILES: [CH3:1][S:2](=[O:3])(=[O:4])[CH2:5][c:6]1[cH:7][c:8]2[cH:9][c:10]([Si:15]([CH3:16])([CH3:17])[CH3:18])[nH:11][c:12]2[cH:13][cH:14]1.[Cl:26][CH2:27][Cl:28].[OH:19][C:20]([C:21]([F:22])([F:23])[F:24])=[O:25]>>[CH3:1][S:2](=[O:3])(=[O:4])[CH2:5][c:6]1[cH:7][c:8]2[cH:9][cH:10][nH:11][c:12]2[cH:13][cH:14]1. The reactants are CCCCC (pentane), [H-].[Na+] (sodium hydride), ClCCCC(=O)N(CC)CC (4-chloro-N,N-diethylbutyramide), NC1=CC(=C(C(=O)NCCN(CC)CC)C=C1Cl)O (4-amino-5-chloro-N-[2-(diethylamino)ethyl]-2-hydroxybenzamide). Solvent: CN(C)C=O (DMF), CN(C)C=O (DMF), [Cl-].[Na+].O (brine). Run at time 45 minute. The product is NC1=CC(=C(C(=O)NCCN(CC)CC)C=C1Cl)OCCCC(=O)N(CC)CC (4-Amino-5-chloro-N-[2-(diethylamino)ethyl]-2-(4-diethylamino-4-oxobutoxy)benzamide). The yield is 79.8%. As a reaction SMILES: CCCCC.[H-].[Na+].[NH2:8][C:9]1[C:24]([Cl:25])=[CH:23][C:12]([C:13]([NH:15][CH2:16][CH2:17][N:18]([CH2:21][CH3:22])[CH2:19][CH3:20])=[O:14])=[C:11]([OH:26])[CH:10]=1.Cl[CH2:28][CH2:29][CH2:30][C:31]([N:33]([CH2:36][CH3:37])[CH2:34][CH3:35])=[O:32]>CN(C=O)C.[Cl-].[Na+].O>[NH2:8][C:9]1[C:24]([Cl:25])=[CH:23][C:12]([C:13]([NH:15][CH2:16][CH2:17][N:18]([CH2:19][CH3:20])[CH2:21][CH3:22])=[O:14])=[C:11]([O:26][CH2:28][CH2:29][CH2:30][C:31]([N:33]([CH2:36][CH3:37])[CH2:34][CH3:35])=[O:32])[CH:10]=1 |f:1.2,6.7.8|. Procedure details: To a well-stirred suspension of pentane-washed sodium hydride (0.52 g of 60%, 3 mmole) in 3 ml dry DMF was added 4-amino-5-chloro-N-[2-(diethylamino)ethyl]-2-hydroxybenzamide (3.43 g, 12 mmoles) (prepared as Example 53). To this was added 10 ml of DMF and the mixture was stirred at ambient temperature for 45 minutes then warmed to about 50° C. for 15 minutes whereupon 4-chloro-N,N-diethylbutyramide (1.92 g, 11 mmoles) was added. The mixture was then stirred at 60°-70° C. for 6 hours, at room tem... Starting materials: CN(CCNC=1SC(=C(N1)C)S(=O)(=O)NC)C (2-{[2-dimethylaminoethyl]amino}-N,4-dimethyl-1,3-thiazole-5-sulphonamide), C(C)OC1=CC=C(C=C1)N=C=O (4-ethoxyphenyl isocyanate). The solvent is O1CCOCC1 (dioxane). Conditions: time 12 hour. Yields the product CN(CCN(C=1SC(=C(N1)C)S(=O)(=O)NC)C(=O)NC1=CC=C(C=C1)OCC)C (2-{[2-(Dimethylamino)ethyl][(4-ethoxyanilino)carbonyl]amino}-N,4-dimethyl-1,3-thiazole-5-sulphonamide). As a reaction SMILES: [CH3:1][N:2]([CH3:17])[CH2:3][CH2:4][NH:5][C:6]1[S:7][C:8]([S:12]([NH:15][CH3:16])(=[O:14])=[O:13])=[C:9]([CH3:11])[N:10]=1.[CH2:18]([O:20][C:21]1[CH:26]=[CH:25][C:24]([N:27]=[C:28]=[O:29])=[CH:23][CH:22]=1)[CH3:19]>O1CCOCC1>[CH3:17][N:2]([CH3:1])[CH2:3][CH2:4][N:5]([C:28]([NH:27][C:24]1[CH:25]=[CH:26][C:21]([O:20][CH2:18][CH3:19])=[CH:22][CH:23]=1)=[O:29])[C:6]1[S:7][C:8]([S:12]([NH:15][CH3:16])(=[O:14])=[O:13])=[C:9]([CH3:11])[N:10]=1. Procedure details: 1.0 g (3.59 mmol) of 2-{[2-dimethylaminoethyl]amino}-N,4-dimethyl-1,3-thiazole-5-sulphonamide and 586 mg (3.59 mmol) of 4-ethoxyphenyl isocyanate are dissolved in 30 ml of dioxane and stirred at room temperature for 12 h. The mixture is then concentrated in vacuo, and the residue is recrystallized from 2-propanol. Starting materials: Cl.C1(CC1)COC1=C(C=C(C=C1)OC)C=1C2=C(N=CN1)C(=C(N2)C)C(=O)N[C@H]2[C@@H](CNCC2)O (4-[2-(cyclopropylmethoxy)-5-methoxyphenyl]-N-[(3R*,4R*)-3-hydroxypiperidin-4-yl]-6-methyl-5H-pyrrolo[3,2-d]pyrimidine-7-carboxamide hydrochloride), C(C)(=O)Cl (acetyl chloride). Yields the product C(C)(=O)N1C[C@H]([C@@H](CC1)NC(=O)C1=C(NC2=C1N=CN=C2C2=C(C=CC(=C2)OC)OCC2CC2)C)O (N-[(3R*,4R*)-1-acetyl-3-hydroxypiperidin-4-yl]-4-[2-(cyclopropylmethoxy)-5-methoxyphenyl]-6-methyl-5H-pyrrolo[3,2-d]pyrimidine-7-carboxamide). RXN SMILES: Cl.[CH:2]1([CH2:5][O:6][C:7]2[CH:12]=[CH:11][C:10]([O:13][CH3:14])=[CH:9][C:8]=2[C:15]2[C:16]3[NH:23][C:22]([CH3:24])=[C:21]([C:25]([NH:27][C@@H:28]4[CH2:33][CH2:32][NH:31][CH2:30][C@H:29]4[OH:34])=[O:26])[C:17]=3[N:18]=[CH:19][N:20]=2)[CH2:4][CH2:3]1.[C:35](Cl)(=[O:37])[CH3:36]>>[C:35]([N:31]1[CH2:32][CH2:33][C@@H:28]([NH:27][C:25]([C:21]2[C:17]3[N:18]=[CH:19][N:20]=[C:15]([C:8]4[CH:9]=[C:10]([O:13][CH3:14])[CH:11]=[CH:12][C:7]=4[O:6][CH2:5][CH:2]4[CH2:4][CH2:3]4)[C:16]=3[NH:23][C:22]=2[CH3:24])=[O:26])[C@H:29]([OH:34])[CH2:30]1)(=[O:37])[CH3:36] |f:0.1|. Procedure: Starting from 4-[2-(cyclopropylmethoxy)-5-methoxyphenyl]-N-[(3R*,4R*)-3-hydroxypiperidin-4-yl]-6-methyl-5H-pyrrolo[3,2-d]pyrimidine-7-carboxamide hydrochloride (example D.f27) and commercially available acetyl chloride the title compound is obtained as colorless solid.